From a dataset of the Open Reaction Database (ORD), a public repository of structured organic reaction records. describe an organic reaction: reactants, conditions, products, and yield The reactants are C(=O)(C(F)(F)F)O (TFA), NC(CC1=C(CCC2=NC(=NC=C2C(F)(F)F)NC2=CC=C(C=C2)C2CCN(CC2)C(=O)OC(C)(C)C)C=CC(=C1)C(F)(F)F)=O (tert-butyl 4-(4-((4-(2-(2-amino-2-oxoethyl)-4-(trifluoromethyl)phenethyl)-5-(trifluoromethyl)pyrimidin-2-yl)amino)phenyl)piperidine-1-carboxylate). The solvent is C(Cl)Cl (DCM). Conditions: time 24 hour. Yields the product N1CCC(CC1)C1=CC=C(C=C1)NC1=NC=C(C(=N1)CCC1=C(C=C(C=C1)C(F)(F)F)CC(=O)N)C(F)(F)F (2-(2-(2-((4-(Piperidin-4-yl)phenyl)amino)-5-(trifluoromethyl)pyrimidin-4-ylethyl)-5-(trifluoromethyl)phenyl)acetamide). Isolated yield 63.7%. Reaction SMILES: C(O)(C(F)(F)F)=O.[NH2:8][C:9](=[O:53])[CH2:10][C:11]1[CH:48]=[C:47]([C:49]([F:52])([F:51])[F:50])[CH:46]=[CH:45][C:12]=1[CH2:13][CH2:14][C:15]1[C:20]([C:21]([F:24])([F:23])[F:22])=[CH:19][N:18]=[C:17]([NH:25][C:26]2[CH:31]=[CH:30][C:29]([CH:32]3[CH2:37][CH2:36][N:35](C(OC(C)(C)C)=O)[CH2:34][CH2:33]3)=[CH:28][CH:27]=2)[N:16]=1>C(Cl)Cl>[NH:35]1[CH2:36][CH2:37][CH:32]([C:29]2[CH:30]=[CH:31][C:26]([NH:25][C:17]3[N:16]=[C:15]([CH2:14][CH2:13][C:12]4[CH:45]=[CH:46][C:47]([C:49]([F:50])([F:51])[F:52])=[CH:48][C:11]=4[CH2:10][C:9]([NH2:8])=[O:53])[C:20]([C:21]([F:24])([F:22])[F:23])=[CH:19][N:18]=3)=[CH:27][CH:28]=2)[CH2:33][CH2:34]1. Procedure details: TFA (1.0 mL) was added to a solution of tert-butyl 4-(4-((4-(2-(2-amino-2-oxoethyl)-4-(trifluoromethyl)phenethyl)-5-(trifluoromethyl)pyrimidin-2-yl)amino)phenyl)piperidine-1-carboxylate (A109) (0.121 g, 0.185 mmol) in DCM (10 mL) and the resulting mixture stirred for 24 hours at room temperature. The volatiles were evaporated under reduced pressure and the residue was dissolved in DCM. Cyclohexane was added and the resultant precipitate was collected by vacuum filtration to give the title compou...